describe an organic reaction: reactants, conditions, products, and yield From a dataset of the Open Reaction Database (ORD), a public repository of structured organic reaction records. Product: CCOC(=O)CCc1ccc(-c2ccccc2F)nc1. Reactants: CC(=O)[O-], CC(=O)[O-], CCOC(=O)CCc1ccc(Br)nc1, CCO, Cc1ccccc1, OB(O)c1ccccc1F, [Na+], [Na+], O=C([O-])[O-], O, [Pd+2], c1ccc(P(c2ccccc2)c2ccccc2)cc1. As a reaction SMILES: [C:50]([O-:51])(=[O:52])[CH3:53].[C:55]([O-:56])(=[O:57])[CH3:58].[CH2:1]([CH3:2])[O:3][C:4]([CH2:5][CH2:6][c:7]1[cH:8][n:9][c:10]([Br:13])[cH:11][cH:12]1)=[O:14].[CH3:60][CH2:61][OH:62].[CH3:63][c:64]1[cH:65][cH:66][cH:67][cH:68][cH:69]1.[F:15][c:16]1[c:17]([B:22]([OH:23])[OH:24])[cH:18][cH:19][cH:20][cH:21]1.[Na+:44].[Na+:45].[O-:46][C:47](=[O:48])[O-:49].[OH2:59].[Pd+2:54].[c:25]1([P:26]([c:27]2[cH:28][cH:29][cH:30][cH:31][cH:32]2)[c:33]2[cH:34][cH:35][cH:36][cH:37][cH:38]2)[cH:39][cH:40][cH:41][cH:42][cH:43]1>>[CH2:1]([CH3:2])[O:3][C:4]([CH2:5][CH2:6][c:7]1[cH:8][n:9][c:10](-[c:17]2[c:16]([F:15])[cH:21][cH:20][cH:19][cH:18]2)[cH:11][cH:12]1)=[O:14]. The reactants are O=C([O-])O, COC(=O)C1=C(C)NC(C(OC)OC)=C(C(=O)OC)C1c1ccccc1C#N, CC(C)=O, Cl, [Na+], O. Product: COC(=O)C1=C(C)NC(C=O)=C(C(=O)OC)C1c1ccccc1C#N. Reaction SMILES: [C:30](=[O:31])([OH:32])[O-:33].[CH3:1][C:2]1=[C:7]([C:8](=[O:9])[O:10][CH3:11])[CH:6]([c:12]2[c:13]([C:18]#[N:19])[cH:14][cH:15][cH:16][cH:17]2)[C:5]([C:20](=[O:21])[O:22][CH3:23])=[C:4]([CH:24]([O:25][CH3:28])[O:26][CH3:27])[NH:3]1.[CH3:35][C:36](=[O:37])[CH3:38].[ClH:29].[Na+:34].[OH2:39]>>[CH3:1][C:2]1=[C:7]([C:8](=[O:9])[O:10][CH3:11])[CH:6]([c:12]2[c:13]([C:18]#[N:19])[cH:14][cH:15][cH:16][cH:17]2)[C:5]([C:20](=[O:21])[O:22][CH3:23])=[C:4]([CH:24]=[O:25])[NH:3]1. Starting materials: O=C([O-])O, COC(=O)c1ccc2c(c1)C(O)C(C)(C)C(c1cc(Cl)cc([N+](=O)[O-])c1)N2, ClCCl, [Na+], O=C(O)C(F)(F)F. Product: COC(=O)c1ccc2c(c1)CC(C)(C)C(c1cc(Cl)cc([N+](=O)[O-])c1)N2. As a reaction SMILES: [C:35](=[O:36])([OH:37])[O-:38].[Cl:1][c:2]1[cH:3][c:4]([CH:11]2[NH:12][c:13]3[cH:14][cH:15][c:16]([C:24](=[O:25])[O:26][CH3:27])[cH:17][c:18]3[CH:19]([OH:23])[C:20]2([CH3:21])[CH3:22])[cH:5][c:6]([N+:8](=[O:9])[O-:10])[cH:7]1.[Cl:40][CH2:41][Cl:42].[Na+:39].[OH:28][C:29]([C:30]([F:31])([F:32])[F:33])=[O:34]>>[Cl:1][c:2]1[cH:3][c:4]([CH:11]2[NH:12][c:13]3[cH:14][cH:15][c:16]([C:24](=[O:25])[O:26][CH3:27])[cH:17][c:18]3[CH2:19][C:20]2([CH3:21])[CH3:22])[cH:5][c:6]([N+:8](=[O:9])[O-:10])[cH:7]1. The reactants are CC1(OCC(O1)COS(=O)(=O)C(F)(F)F)C ((2,2-Dimethyl-1,3-dioxolan-4-yl)methyltrifluoromethane sulfonate), [H-].[Na+] (Sodium hydride), FC=1C=C(C=CC1)C=1NC=C2N(C(N(C(C21)=O)C)=O)C (5-(3-fluorophenyl)-1,3-dimethyl-1H-pyrrolo[3,4-d]pyrimidine-2,4(3H,6H)-dione), C1COC2=CC=CC=C2OCCOCCOC3=CC=CC=C3OCCO1 (dibenzo-18-crown-6). Solvent: CN(C)C=O (DMF). Reaction conditions: time 20 minute. Product: CC1(OCC(O1)CN1C=C2N(C(N(C(C2=C1C1=CC(=CC=C1)F)=O)C)=O)C)C (6-((2,2-Dimethyl-1,3-dioxolan-4-yl)methyl)-5-(3-fluorophenyl)-1,3-dimethyl-1H-pyrrolo[3,4-d]pyrimidine-2,4(3H,6H)-dione). As a reaction SMILES: [H-].[Na+].[F:3][C:4]1[CH:5]=[C:6]([C:10]2[NH:11][CH:12]=[C:13]3[C:18]=2[C:17](=[O:19])[N:16]([CH3:20])[C:15](=[O:21])[N:14]3[CH3:22])[CH:7]=[CH:8][CH:9]=1.C1OCCOC2C(=CC=CC=2)OCCOCCOC2C(=CC=CC=2)OC1.[CH3:49][C:50]1([CH3:64])[O:54][CH:53]([CH2:55]OS(C(F)(F)F)(=O)=O)[CH2:52][O:51]1>CN(C=O)C>[CH3:49][C:50]1([CH3:64])[O:54][CH:53]([CH2:55][N:11]2[C:10]([C:6]3[CH:7]=[CH:8][CH:9]=[C:4]([F:3])[CH:5]=3)=[C:18]3[C:13]([N:14]([CH3:22])[C:15](=[O:21])[N:16]([CH3:20])[C:17]3=[O:19])=[CH:12]2)[CH2:52][O:51]1 |f:0.1|. Procedure details: Sodium hydride (60% in mineral oil) (234 mg, 5.86 mmol) was added portionwise to a solution of 5-(3-fluorophenyl)-1,3-dimethyl-1H-pyrrolo[3,4-d]pyrimidine-2,4(3H,6H)-dione (Intermediate Nf) (1000 mg, 3.66 mmol) and dibenzo-18-crown-6 (132 mg, 0.366 mmol) in DMF (28.1 mL) at 0° C. The solution was warmed to room temperature and stirred for 20 minutes, then re-cooled to 0° C. (2,2-Dimethyl-1,3-dioxolan-4-yl)methyltrifluoromethane sulfonate (Intermediate Sb) (1547 mg, 5.86 mmol) was added dropwise ... The reactants are ClC1=C(C(=O)NC2=C(C(=NN2C2=C(C=C(C=C2Cl)Cl)Cl)C)C(C2=C(C=CC=C2)Cl)=O)C=CC=C1 (5-(2-Chlorobenzamido)-4-(2-chlorobenzoyl)-3-methyl-1-(2,4,6-trichlorophenyl)pyrazole), Br (hydrogen bromide), O (water). Run in C(C)(=O)O (acetic acid). Product: NC1=C(C(=NN1C1=C(C=C(C=C1Cl)Cl)Cl)C)C(C1=C(C=CC=C1)Cl)=O (5-Amino-4(2-chlorobenzoyl)-3-methyl-1-(2,4,6-trichlorophenyl)pyrazole). As a reaction SMILES: ClC1C=CC=CC=1C([NH:6][C:7]1[N:11]([C:12]2[C:17]([Cl:18])=[CH:16][C:15]([Cl:19])=[CH:14][C:13]=2[Cl:20])[N:10]=[C:9]([CH3:21])[C:8]=1[C:22](=[O:30])[C:23]1[CH:28]=[CH:27][CH:26]=[CH:25][C:24]=1[Cl:29])=O.Br.O>C(O)(=O)C>[NH2:6][C:7]1[N:11]([C:12]2[C:17]([Cl:18])=[CH:16][C:15]([Cl:19])=[CH:14][C:13]=2[Cl:20])[N:10]=[C:9]([CH3:21])[C:8]=1[C:22](=[O:30])[C:23]1[CH:28]=[CH:27][CH:26]=[CH:25][C:24]=1[Cl:29]. Procedure details: A solution of 1.94 g (3.50 mmol of the product of Step B in 20 mL of glacial acetic acid was treated with 20 mL of 48% hydrogen bromide and stirred at reflux for 8 hours. The cooled reaction mixture was treated with water to crystallize the product which was separated by filtration, washed with water and air dried to give the title product, 1.45 g (100%), m.p. softens about 210° C. and melts at 220° C. Anal. Calcd. for C17H11ON3Cl4 : 412.9656. Found: 412.9722. Reactants: OC1=C(N(S(C2=C1C=CC=C2)(=O)=O)C)C(NC2=NOC(=C2)C)=O (4-hydroxy-3-(5-methyl-3-isoxazolylcarbamoyl)-2-methyl-2H-1,2-benzothiazine 1,1-dioxide), CC1=CC(=NO1)NC(CN1S(C2=C(C1=O)C=CC=C2)(=O)=O)=O (2,3-dihydro-N-(5-methyl-3-isoxazolyl)-3-oxo-1,2-benzisothiazole-2-actamide 1,1-dioxide), OC1=C(N(S(C2=C1C=CC=C2)(=O)=O)C)C(NC2=NOC(=C2)C)=O (4-hydroxy-3-(5-methyl-3-isoxazolylcarbamoyl)-2-methyl-2H-1,2-benzothiazine 1,1-dioxide), NC1=NOC(=C1)C (3-amino-5-methylisoxazole). The product is OC1=C(NSC2=C1C=CC=C2)C2=NC(=NO2)CC(C)=O (1-{[5-(4-hydroxy-2H-1,2-benzothiazin-3-yl)-1,2,4-oxadiazol-3-yl]methyl}ethanone), S,S-dioxide. RXN SMILES: [OH:1][C:2]1[C:7]2[CH:8]=[CH:9][CH:10]=[CH:11][C:6]=2[S:5](=O)(=O)[N:4](C)[C:3]=1[C:15](=[O:23])[NH:16][C:17]1[CH:21]=[C:20]([CH3:22])[O:19][N:18]=1.NC1C=C(C)ON=1.CC1ON=C(NC(=O)CN2C(=O)C3C=CC=CC=3S2(=O)=O)C=1>>[OH:1][C:2]1[C:7]2[CH:8]=[CH:9][CH:10]=[CH:11][C:6]=2[S:5][NH:4][C:3]=1[C:15]1[O:23][N:18]=[C:17]([CH2:21][C:20](=[O:19])[CH3:22])[N:16]=1. Reported procedure: A novel process for preparing 4-hydroxy-3-(5-methyl-3-isoxazolylcarbamoyl)-2-methyl-2H-1,2-benzothiazine 1,1-dioxide (I), starting with 3-amino-5-methylisoxazole (II) is disclosed. Compound I exhibits anti-inflammatory properties and is useful for treating inflammation. In the process of the invention an intermediate obtained, 2,3-dihydro-N-(5-methyl-3-isoxazolyl)-3-oxo-1,2-benzisothiazole-2-actamide 1,1-dioxide (IV) undergoes rearrangement to provide 1-{[5-(4-hydroxy-2H-1,2-benzothiazin-3-yl)-1...